This data is from the Open Reaction Database (ORD), a public repository of structured organic reaction records. The task is: describe an organic reaction: reactants, conditions, products, and yield The reactants are C(C(=O)Cl)(=O)Cl (Oxalyl chloride), O1C(=NC2=C1C=CC=C2)N(C)CCOC2=CC=C(C=C2)CC(C(=O)O)OCCOC ((±)-3-[4-[2-[N-(2-benzoxazolyl)-N-methylamino]ethoxy]phenyl]-2-(2-methoxyethoxy)propanoic acid). The solvent is ClCCl (dichloromethane). Reaction conditions: time 16 hour. Yields the product O1C(=NC2=C1C=CC=C2)N(C)CCOC2=CC=C(C=C2)CC(C(=O)Cl)OCCOC ((±)-3-[4-[2-[N-(2-Benzoxazolyl)-N-methylamino]ethoxy]phenyl]-2-(2-methoxyethoxy)propanoyl chloride). RXN SMILES: C(Cl)(=O)C([Cl:4])=O.[O:7]1[C:11]2[CH:12]=[CH:13][CH:14]=[CH:15][C:10]=2[N:9]=[C:8]1[N:16]([CH2:18][CH2:19][O:20][C:21]1[CH:26]=[CH:25][C:24]([CH2:27][CH:28]([O:32][CH2:33][CH2:34][O:35][CH3:36])[C:29](O)=[O:30])=[CH:23][CH:22]=1)[CH3:17]>ClCCl>[O:7]1[C:11]2[CH:12]=[CH:13][CH:14]=[CH:15][C:10]=2[N:9]=[C:8]1[N:16]([CH2:18][CH2:19][O:20][C:21]1[CH:26]=[CH:25][C:24]([CH2:27][CH:28]([O:32][CH2:33][CH2:34][O:35][CH3:36])[C:29]([Cl:4])=[O:30])=[CH:23][CH:22]=1)[CH3:17]. Procedure: Oxalyl chloride (92 mg) was added to (±)-3-[4-[2-[N-(2-benzoxazolyl)-N-methylamino]ethoxy]phenyl]-2-(2-methoxyethoxy)propanoic acid (100 mg) in dichloromethane (2 mL). The mixture was stirred at room temperature for 16 hours and evaporated to dryness to give the title compound as a gum which was used without further purification. Starting materials: C(C)(C)(C)OC(NC1=C(C=CC(=C1)OC)N)=O ((2-Amino-5-methoxy-phenyl)-carbamic acid tert-butyl ester), C(C)(C)(C)OC(CC(C1=CC(=CC=C1)C=1C=NC=CC1)=O)=O (3-oxo-3-(3-pyridin-3-yl-phenyl)-propionic acid tert-butyl ester). The product is C(C)(C)(C)OC(NC1=C(C=CC(=C1)OC)NC(CC(C1=CC(=CC=C1)C=1C=NC=CC1)=O)=O)=O ({5-Methoxy-2-[3-oxo-3-(3-pyridin-3-yl-phenyl)-propionylamino]-phenyl}-carbamic acid tert-butyl ester), foam. RXN SMILES: [C:1]([O:5][C:6](=[O:17])[NH:7][C:8]1[CH:13]=[C:12]([O:14][CH3:15])[CH:11]=[CH:10][C:9]=1[NH2:16])([CH3:4])([CH3:3])[CH3:2].C([O:22][C:23](=O)[CH2:24][C:25](=[O:38])[C:26]1[CH:31]=[CH:30][CH:29]=[C:28]([C:32]2[CH:33]=[N:34][CH:35]=[CH:36][CH:37]=2)[CH:27]=1)(C)(C)C>>[C:1]([O:5][C:6](=[O:17])[NH:7][C:8]1[CH:13]=[C:12]([O:14][CH3:15])[CH:11]=[CH:10][C:9]=1[NH:16][C:23](=[O:22])[CH2:24][C:25](=[O:38])[C:26]1[CH:31]=[CH:30][CH:29]=[C:28]([C:32]2[CH:33]=[N:34][CH:35]=[CH:36][CH:37]=2)[CH:27]=1)([CH3:4])([CH3:2])[CH3:3]. Procedure: The title compound was prepared from (2-Amino-5-methoxy-phenyl)-carbamic acid tert-butyl ester (Example J12) (179 mg, 0.75 mmol) and 3-oxo-3-(3-pyridin-3-yl-phenyl)-propionic acid tert-butyl ester (Example K1) (223 mg, 0.75 mmol) according to the general procedure M. Obtained as a light brown foam (256 mg). Reaction SMILES: [NH2:1][C:2]1[CH:3]=[C:4]2[C:8](=[CH:9][CH:10]=1)[NH:7][CH:6]=[C:5]2[C:11]1[CH2:12][CH2:13][N:14]([CH3:17])[CH2:15][CH:16]=1.[Cl:18][C:19]1[CH:27]=[C:26]([F:28])[CH:25]=[CH:24][C:20]=1[C:21](Cl)=[O:22]>>[Cl:18][C:19]1[CH:27]=[C:26]([F:28])[CH:25]=[CH:24][C:20]=1[C:21]([NH:1][C:2]1[CH:3]=[C:4]2[C:8](=[CH:9][CH:10]=1)[NH:7][CH:6]=[C:5]2[C:11]1[CH2:12][CH2:13][N:14]([CH3:17])[CH2:15][CH:16]=1)=[O:22]. Product: ClC1=C(C(=O)NC=2C=C3C(=CNC3=CC2)C=2CCN(CC2)C)C=CC(=C1)F (5-(2-chloro-4-fluorobenzoyl)amino-3-(1-methyl-1,2,3,6-tetrahydropyridin-4-yl)-1H-indole). Procedure: Beginning with 2.0 gm (8.8 mMol) 5-amino-3-(1-methyl-1,2,3,6-tetrahydropyridin-4-yl)-1H-indole and 1.9 gm (9.7 mMol) 2-chloro-4-fluorobenzoyl chloride, 0.67 gm (19.8%) of the title compound were recovered as a light yellow solid. Isolated yield 19.8%. The reactants are NC=1C=C2C(=CNC2=CC1)C=1CCN(CC1)C (5-amino-3-(1-methyl-1,2,3,6-tetrahydropyridin-4-yl)-1H-indole), ClC1=C(C(=O)Cl)C=CC(=C1)F (2-chloro-4-fluorobenzoyl chloride). Reactants: C(C)(C)(C)N1N=CC=C1NC1=CN=CC(=N1)C=O (6-((1-tert-butyl-1H-pyrazol-5-yl)amino)pyrazin-2-carbaldehyde), [BH4-].[Na+] (sodium borohydride), Cl (hydrochloric acid). The solvent is C(C)O (ethanol), C(C)O (ethanol). Reaction conditions: time 1 hour. Product: C(C)(C)(C)N1N=CC=C1NC1=CN=CC(=N1)CO ((6-((1-tert-butyl-1H-pyrazol-5-yl)amino)pyrazin-2-yl)methanol). Reaction SMILES: [C:1]([N:5]1[C:9]([NH:10][C:11]2[N:16]=[C:15]([CH:17]=[O:18])[CH:14]=[N:13][CH:12]=2)=[CH:8][CH:7]=[N:6]1)([CH3:4])([CH3:3])[CH3:2].[BH4-].[Na+].Cl>C(O)C>[C:1]([N:5]1[C:9]([NH:10][C:11]2[N:16]=[C:15]([CH2:17][OH:18])[CH:14]=[N:13][CH:12]=2)=[CH:8][CH:7]=[N:6]1)([CH3:4])([CH3:3])[CH3:2] |f:1.2|. Procedure: To a solution of 14.99 g of 6-((1-tert-butyl-1H-pyrazol-5-yl)amino)pyrazin-2-carbaldehyde in 235 ml of ethanol was added 2.31 g of sodium borohydride under cooling with ice, followed by stirring the reaction mixture for 1 hour. After slowly adding 61 ml of 1M hydrochloric acid to the reaction mixture under cooling with ice, ethanol was concentrated in vacuo. The obtained residue was diluted with water, and extracted with chloroform. The resulting chloroform solution was washed with brine, dried ... The reactants are CC(Cl)c1cc2c(Cl)cccc2nc1Cl, [K+], [K+], O=C([O-])[O-], O=C1NC(=O)c2ccccc21, CN(C)C=O, O=S(Cl)Cl. Yields the product CC(c1cc2c(Cl)cccc2nc1Cl)N1C(=O)c2ccccc2C1=O. RXN SMILES: [Cl:5][c:6]1[n:7][c:8]2[cH:9][cH:10][cH:11][c:12]([Cl:19])[c:13]2[cH:14][c:15]1[CH:16]([CH3:17])[Cl:18].[K+:31].[K+:32].[O-:33][C:34]([O-:35])=[O:36].[O:20]=[C:21]1[NH:22][C:23](=[O:24])[c:25]2[cH:26][cH:27][cH:28][cH:29][c:30]21.[O:37]=[CH:38][N:39]([CH3:40])[CH3:41].[S:1]([Cl:2])([Cl:3])=[O:4]>>[Cl:5][c:6]1[n:7][c:8]2[cH:9][cH:10][cH:11][c:12]([Cl:19])[c:13]2[cH:14][c:15]1[CH:16]([CH3:17])[N:22]1[C:21](=[O:20])[c:30]2[c:25]([cH:26][cH:27][cH:28][cH:29]2)[C:23]1=[O:24]. Reactants: CCOC(=O)C(C)(C)CCCC(c1ccccc1Cl)N1CCc2sccc2C1, CCO, [Na+], [OH-], O. The product is CC(C)(CCCC(c1ccccc1Cl)N1CCc2sccc2C1)C(=O)O. RXN SMILES: [CH2:1]([CH3:2])[O:3][C:4]([C:5]([CH2:6][CH2:7][CH2:8][CH:9]([N:10]1[CH2:11][c:12]2[c:13]([s:16][cH:17][cH:18]2)[CH2:14][CH2:15]1)[c:19]1[c:20]([Cl:25])[cH:21][cH:22][cH:23][cH:24]1)([CH3:26])[CH3:27])=[O:28].[CH3:29][CH2:30][OH:31].[Na+:33].[OH-:32].[OH2:34]>>[O:3]=[C:4]([C:5]([CH2:6][CH2:7][CH2:8][CH:9]([N:10]1[CH2:11][c:12]2[c:13]([s:16][cH:17][cH:18]2)[CH2:14][CH2:15]1)[c:19]1[c:20]([Cl:25])[cH:21][cH:22][cH:23][cH:24]1)([CH3:26])[CH3:27])[OH:28]. Starting materials: N[C@@H]1[C@@H](C2=CC=CC=C2C1)OC1=CC=C(C=C1)OC1=CC=C(C=C1)F ((±) cis-2-amino-1-[4-(4-fluorophenoxy)phenoxy]indane), C(#N)[BH3-].[Na+] (sodium cyanoborohydride), CC(=O)C (acetone), C(C)#N (acetonitrile), crude product. Solvent: C(C)O (ethanol), [B] (boron), C(Cl)(Cl)Cl (chloroform). Product: FC1=CC=C(OC2=CC=C(O[C@H]3[C@H](CC4=CC=CC=C34)NC(C)C)C=C2)C=C1 ((±) cis-1-[4-(4-Fluorophenoxy)phenoxy]-2-isopropylaminoindane). The yield is 53.0%. Reaction SMILES: [NH2:1][C@H:2]1[CH2:10][C:9]2[C:4](=[CH:5][CH:6]=[CH:7][CH:8]=2)[C@H:3]1[O:11][C:12]1[CH:17]=[CH:16][C:15]([O:18][C:19]2[CH:24]=[CH:23][C:22]([F:25])=[CH:21][CH:20]=2)=[CH:14][CH:13]=1.C([BH3-])#N.[Na+].[CH3:30][C:31]([CH3:33])=O.C(#N)C>C(Cl)(Cl)Cl.[B].C(O)C>[F:25][C:22]1[CH:23]=[CH:24][C:19]([O:18][C:15]2[CH:16]=[CH:17][C:12]([O:11][C@@H:3]3[C:4]4[C:9](=[CH:8][CH:7]=[CH:6][CH:5]=4)[CH2:10][C@@H:2]3[NH:1][CH:31]([CH3:33])[CH3:30])=[CH:13][CH:14]=2)=[CH:20][CH:21]=1 |f:1.2|. Procedure: The title compound was prepared in a similar manner to Example 31 from (±) cis-2-amino-1-[4-(4-fluorophenoxy)phenoxy]indane (70 mg, 0.2 mmol), sodium cyanoborohydride (25 mg, 0.4 mmol), acetone (0.29 ml, 4 mmol) and acetonitrile (10 ml). After subjecting the crude product to column chromatography on silica gel eluting with 5% ethanol in chloroform, residual boron impurities were removed by dissolving the product in hexanes and filtering. Removal of the hexanes in vacuo afforded the title compoun... Starting materials: C(C)(=O)O[BH-](OC(C)=O)OC(C)=O.[Na+] (Sodium triacetoxyborohydride), O1[C@H](COC2=C1C=CC=C2)C2=CC=C(C=O)C=C2 ((S)-4-(2,3-Dihydro-benzo[1,4]dioxin-2-yl)-benzaldehyde), Cl.COC(=O)C1CCN(CC1)C (methyl-piperidine-4-carboxylic acid methyl ester hydrochloride), TEA. The solvent is C1CCOC1 (THF), C(=O)(O)[O-].[Na+] (NaHCO3). Conditions: time 4 hour. Product: COC(=O)C1(CCN(CC1)CC1=CC=C(C=C1)[C@H]1COC2=C(O1)C=CC=C2)C (1-[(S)-4-(2,3-dihydro-benzo[1,4]dioxin-2-yl)-benzyl]-4-methyl-piperidine-4-carboxylic acid methyl ester). RXN SMILES: [O:1]1[C:6]2[CH:7]=[CH:8][CH:9]=[CH:10][C:5]=2[O:4][CH2:3][C@@H:2]1[C:11]1[CH:18]=[CH:17][C:14]([CH:15]=O)=[CH:13][CH:12]=1.Cl.[CH3:20][O:21][C:22]([CH:24]1[CH2:29][CH2:28][N:27](C)[CH2:26][CH2:25]1)=[O:23].[C:31](O[BH-](OC(=O)C)OC(=O)C)(=O)C.[Na+]>C1COCC1.C([O-])(O)=O.[Na+]>[CH3:20][O:21][C:22]([C:24]1([CH3:31])[CH2:25][CH2:26][N:27]([CH2:15][C:14]2[CH:17]=[CH:18][C:11]([C@@H:2]3[O:1][C:6]4[CH:7]=[CH:8][CH:9]=[CH:10][C:5]=4[O:4][CH2:3]3)=[CH:12][CH:13]=2)[CH2:28][CH2:29]1)=[O:23] |f:1.2,3.4,6.7|. Reported procedure: Intermediate A (100 mg, 0.42 mmol), methyl-piperidine-4-carboxylic acid methyl ester hydrochloride (105 mg, 0.54 mmol), and TEA (75 uL, 0.54 mmol) are stirred in dry THF (3 mL) for 10 minutes. Sodium triacetoxyborohydride (176 mg) is added and stirred for 4 h. The mixture is diluted with saturated NaHCO3 and extracted with EtOAc. The organic layer is washed with brine, dried over Na2SO4, filtered, and concentrated. The residue is purified by flash chromatography eluting with a gradient of 0-3% M... Yields the product COc1cc(F)ccc1CCn1ccn2c(=O)cc(-c3ccncn3)nc12. Reactants: O=C([O-])[O-], CN(C)C=O, COc1cc(F)ccc1CCOS(C)(=O)=O, [K+], [K+], O=c1cc(-c2ccncn2)nc2[nH]ccn12. RXN SMILES: [C:17](=[O:18])([O-:19])[O-:20].[CH3:39][N:40]([CH3:41])[CH:42]=[O:43].[F:23][c:24]1[cH:25][c:26]([O:37][CH3:38])[c:27]([CH2:30][CH2:31][O:32][S:33]([CH3:34])(=[O:35])=[O:36])[cH:28][cH:29]1.[K+:21].[K+:22].[n:1]1[cH:2][n:3][c:4](-[c:7]2[n:8][c:9]3[n:10]([c:11](=[O:13])[cH:12]2)[cH:14][cH:15][nH:16]3)[cH:5][cH:6]1>>[n:1]1[cH:2][n:3][c:4](-[c:7]2[n:8][c:9]3[n:10]([c:11](=[O:13])[cH:12]2)[cH:14][cH:15][n:16]3[CH2:31][CH2:30][c:27]2[c:26]([O:37][CH3:38])[cH:25][c:24]([F:23])[cH:29][cH:28]2)[cH:5][cH:6]1.